Dataset: the Open Reaction Database (ORD), a public repository of structured organic reaction records. Task: describe an organic reaction: reactants, conditions, products, and yield RXN SMILES: [C:1]([O:5][C:6]([NH:8][C:9]1([C:14]([OH:16])=[O:15])[CH2:13][CH2:12][CH2:11][CH2:10]1)=[O:7])([CH3:4])([CH3:3])[CH3:2].[CH3:17][Si](C=[N+]=[N-])(C)C>CO.CCCCCC>[C:1]([O:5][C:6]([NH:8][C:9]1([C:14]([O:16][CH3:17])=[O:15])[CH2:13][CH2:12][CH2:11][CH2:10]1)=[O:7])([CH3:4])([CH3:2])[CH3:3]. Procedure: To a solution of 1-(tert-butoxycarbonylamino)-cyclopentanecarboxylic acid (2.29 g) in methanol (10 mL) was added dropwise 2M trimethylsilyldiazomethane solution in hexane (11.9 mL) under ice-cooling. The reaction mixture was concentrated, and to the residue was added hexane. The precipitated crystals were collected by filtration, and the filtrate was purified by column chromatography on silica gel (solvent; hexane/ethyl acetate=9/1 to 7/3). The product and the crystals obtained above were combin... Solvent: CO (methanol), CCCCCC (hexane). Reactants: C(C)(C)(C)OC(=O)NC1(CCCC1)C(=O)O (1-(tert-butoxycarbonylamino)-cyclopentanecarboxylic acid), C[Si](C)(C)C=[N+]=[N-] (trimethylsilyldiazomethane). Yields the product C(C)(C)(C)OC(=O)NC1(CCCC1)C(=O)OC (methyl 1-(tert-butoxycarbonylamino)-cyclopentane-carboxylate). Starting materials: BrC1=CC=C2CCC(CC2=C1)NCCC ((7-bromo-1,2,3,4-tetrahydro-naphthalen-2-yl)-propyl-amine), CS(=O)(=O)N1CCC(CC1)C=O (1-methanesulfonyl-piperidine-4-carboxaldehyde), C(C)(=O)O[BH-](OC(C)=O)OC(C)=O.[Na+] (sodium triacetoxyborohydride). The solvent is ClC(C)Cl (dichloroethane). Conditions: time 24 hour. The product is BrC1=CC=C2CCC(CC2=C1)N(CCC)CC1CCN(CC1)S(=O)(=O)C ((7-bromo-1,2,3,4-tetrahydro-naphthalen-2-yl)-(1-methanesulfonyl-piperidin-4-ylmethyl)-propyl-amine). The yield is 96.6%. Reaction SMILES: [Br:1][C:2]1[CH:11]=[C:10]2[C:5]([CH2:6][CH2:7][CH:8]([NH:12][CH2:13][CH2:14][CH3:15])[CH2:9]2)=[CH:4][CH:3]=1.[CH3:16][S:17]([N:20]1[CH2:25][CH2:24][CH:23]([CH:26]=O)[CH2:22][CH2:21]1)(=[O:19])=[O:18].C(O[BH-](OC(=O)C)OC(=O)C)(=O)C.[Na+]>ClC(Cl)C>[Br:1][C:2]1[CH:11]=[C:10]2[C:5]([CH2:6][CH2:7][CH:8]([N:12]([CH2:26][CH:23]3[CH2:24][CH2:25][N:20]([S:17]([CH3:16])(=[O:19])=[O:18])[CH2:21][CH2:22]3)[CH2:13][CH2:14][CH3:15])[CH2:9]2)=[CH:4][CH:3]=1 |f:2.3|. Procedure details: To a solution of (7-bromo-1,2,3,4-tetrahydro-naphthalen-2-yl)-propyl-amine (536 mg, 2 mmol) and 1-methanesulfonyl-piperidine-4-carboxaldehyde (458 mg, 2.47mmol) in dichloroethane (10 mL) was added sodium triacetoxyborohydride (551 mg, 2.6 mmol) in a single portion. The reaction was stirred at room temperature for 24 h. The reaction was concentrated in vacuo and partitioned between EtOAc (75 mL) and 5% aq. KOH (75 mL). The organic layer was dried (MgSO4), filtered, and concentrated to afford (7-b... Reactants: CC(=O)N1CC(O)CC1C(=O)NC(CCCNC=NN)C(=O)c1nc2ccccc2s1, CC#N, CCO, O=[N+]([O-])[O-], O=[N+]([O-])O. Yields the product CC(=O)N1CC(O)CC1C(=O)NC(CCCNC=NN)C(=O)c1nc2ccccc2s1, O=[N+]([O-])O. RXN SMILES: [C:1]([CH3:2])(=[O:3])[N:4]1[CH:5]([C:10](=[O:11])[NH:12][CH:13]([CH2:14][CH2:15][CH2:16][NH:17][CH:18]=[N:19][NH2:20])[C:21](=[O:22])[c:23]2[s:24][c:25]3[c:26]([n:27]2)[cH:28][cH:29][cH:30][cH:31]3)[CH2:6][CH:7]([OH:9])[CH2:8]1.[CH3:40][C:41]#[N:42].[CH3:43][CH2:44][OH:45].[O-:36][N+:37](=[O:38])[O-:39].[OH:32][N+:33]([O-:34])=[O:35]>>[C:1]([CH3:2])(=[O:3])[N:4]1[CH:5]([C:10](=[O:11])[NH:12][CH:13]([CH2:14][CH2:15][CH2:16][NH:17][CH:18]=[N:19][NH2:20])[C:21](=[O:22])[c:23]2[s:24][c:25]3[c:26]([n:27]2)[cH:28][cH:29][cH:30][cH:31]3)[CH2:6][CH:7]([OH:9])[CH2:8]1.[O:32]=[N+:33]([OH:34])[O-:35]. Reactants: CCc1c(NCC(NS(=O)(=O)c2ccc(OC)cc2)C(=O)OC(C)(C)C)ncnc1N1CCC(c2ccc3c(n2)NCCC3)CC1, Cc1ccccc1, ClCCl, O=C(O)C(F)(F)F. The product is CCc1c(NCC(NS(=O)(=O)c2ccc(OC)cc2)C(=O)O)ncnc1N1CCC(c2ccc3c(n2)NCCC3)CC1. RXN SMILES: [CH2:1]([CH3:2])[c:3]1[c:4]([NH:25][CH2:26][CH:27]([NH:28][S:29](=[O:30])(=[O:31])[c:32]2[cH:33][cH:34][c:35]([O:38][CH3:39])[cH:36][cH:37]2)[C:40](=[O:41])[O:42][C:43]([CH3:44])([CH3:45])[CH3:46])[n:5][cH:6][n:7][c:8]1[N:9]1[CH2:10][CH2:11][CH:12]([c:15]2[cH:16][cH:17][c:18]3[c:23]([n:24]2)[NH:22][CH2:21][CH2:20][CH2:19]3)[CH2:13][CH2:14]1.[CH3:54][c:55]1[cH:56][cH:57][cH:58][cH:59][cH:60]1.[Cl:61][CH2:62][Cl:63].[OH:47][C:48]([C:49]([F:50])([F:51])[F:52])=[O:53]>>[CH2:1]([CH3:2])[c:3]1[c:4]([NH:25][CH2:26][CH:27]([NH:28][S:29](=[O:30])(=[O:31])[c:32]2[cH:33][cH:34][c:35]([O:38][CH3:39])[cH:36][cH:37]2)[C:40](=[O:41])[OH:42])[n:5][cH:6][n:7][c:8]1[N:9]1[CH2:10][CH2:11][CH:12]([c:15]2[cH:16][cH:17][c:18]3[c:23]([n:24]2)[NH:22][CH2:21][CH2:20][CH2:19]3)[CH2:13][CH2:14]1. The reactants are CC1(N2C([C@H]([C@H]2CCO1)C(C)(C)OC)=O)C ((6R, 7R)-2,2-dimethyl-7-(1-methoxy-1-methylethyl)-1-aza-3-oxabicylco[4.2.0]octan-8-one). Run in C(C)(=O)O (acetic acid), O (water). Conditions: temperature 65 celsius. Product: OCC[C@@H]1[C@@H](C(N1)=O)C(C)(C)OC ((3R, 4R)-4-(2-hydroxyethyl)-3-(1-methoxy-1-methylethyl)azetidin-2-one). Yield: 96.8%. RXN SMILES: CC1(C)[O:9][CH2:8][CH2:7][C@H:6]2[N:3]1[C:4](=[O:15])[C@H:5]2[C:10]([O:13][CH3:14])([CH3:12])[CH3:11]>C(O)(=O)C.O>[OH:9][CH2:8][CH2:7][C@H:6]1[NH:3][C:4](=[O:15])[C@H:5]1[C:10]([O:13][CH3:14])([CH3:12])[CH3:11]. Procedure details: A solution of (6R, 7R)-2,2-dimethyl-7-(1-methoxy-1-methylethyl)-1-aza-3-oxabicylco[4.2.0]octan-8-one (345 mg) in a mixture of acetic acid (5.52 ml) and water (1.38 ml) was heated at 65° C. for 30 minutes. The mixture was cooled to ambient temperature and evaporated in vacuo. Xylene was added to the residue and the resultant suspension was evaporated in vacuo. The crystalline residue was dissolved in a mixture of methanol and xylene and the resultant solution was evaporated in vacuo. This operati... As a reaction SMILES: CC([O-])(C)C.[K+].[CH3:7][CH:8]([CH2:10][CH2:11][CH2:12][C@H:13]([C:15]1[C@:32]2([CH3:33])[C@H:18]([C@H:19]3[C@H:29]([CH2:30][CH2:31]2)[C@:27]2([CH3:28])[C:22](=[CH:23][C:24](=[O:34])[CH2:25][CH2:26]2)[CH2:21][CH2:20]3)[CH2:17][CH:16]=1)[CH3:14])[CH3:9].IC>CC(O)(C)C.C1COCC1>[CH3:9][CH:8]([CH2:10][CH2:11][CH2:12][C@H:13]([C:15]1[C@:32]2([CH3:33])[C@H:18]([C@H:19]3[C@H:29]([CH2:30][CH2:31]2)[C@:27]2([CH3:28])[C:22]([CH2:23][C:24](=[O:34])[CH2:25][CH2:26]2)=[CH:21][CH2:20]3)[CH2:17][CH:16]=1)[CH3:14])[CH3:7] |f:0.1|. Product: CC(C)CCC[C@@H](C)C1=CC[C@H]2[C@@H]3CC=C4CC(CC[C@]4(C)[C@H]3CC[C@]12C)=O (Cholesta-5,16-dien-3-one). Reactants: CC(C)CCC[C@@H](C)C1=CC[C@H]2[C@@H]3CCC4=CC(CC[C@]4(C)[C@H]3CC[C@]12C)=O (cholesta-4,16-dien-3-one), CC(C)(C)[O-].[K+] (KOtBu), IC (Iodomethane). Run at time 20 minute. Yield: 35.9%. Reported procedure: To a stirred suspension of KOtBu (900 mg, 8.2 mmol) in tBuOH (25 mL) at 45° C. was added cholesta-4,16-dien-3-one (620 mg, 1.6 mmol) in THF (5 mL) and the whole stirred for 20 minutes. Iodomethane (1 ml) was added and the reaction stirred a further 12 hours., concentrated to one half the original volume and poured into 20 mL ice water. Extraction with ethyl acetate, drying over magnesium sulphate and concentration gave a residue which was purified by flash chromatography to give the title compou... The solvent is C1CCOC1 (THF), CC(C)(C)O (tBuOH).